describe an organic reaction: reactants, conditions, products, and yield From a dataset of the Open Reaction Database (ORD), a public repository of structured organic reaction records. Starting materials: FC=1C=C(C=CC1)N=C(NC1=CC=C(C=C1)C(C(C)C)N1C=NC=C1)SC (methyl N′-(3-fluorophenyl)-N-[4-[1-(1H-imidazol-1-yl)-2-methylpropyl]-phenyl]carbamimidothioate), N.CO (NH3 CH3OH). Reaction conditions: temperature 40 celsius. The product is FC=1C=C(C=CC1)NC(NC1=CC=C(C=C1)C(C(C)C)N1C=NC=C1)=N (N′-(3-fluorophenyl)-N-[4-[1-(1H-imidazol-1-yl)-2-methylpropyl]phenyl]guanidine). Isolated yield 46.0%. As a reaction SMILES: [F:1][C:2]1[CH:3]=[C:4]([N:8]=[C:9](SC)[NH:10][C:11]2[CH:16]=[CH:15][C:14]([CH:17]([N:21]3[CH:25]=[CH:24][N:23]=[CH:22]3)[CH:18]([CH3:20])[CH3:19])=[CH:13][CH:12]=2)[CH:5]=[CH:6][CH:7]=1.[NH3:28].CO>>[F:1][C:2]1[CH:3]=[C:4]([NH:8][C:9](=[NH:28])[NH:10][C:11]2[CH:16]=[CH:15][C:14]([CH:17]([N:21]3[CH:25]=[CH:24][N:23]=[CH:22]3)[CH:18]([CH3:20])[CH3:19])=[CH:13][CH:12]=2)[CH:5]=[CH:6][CH:7]=1 |f:1.2|. Reported procedure: A solution of methyl N′-(3-fluorophenyl)-N-[4-[1-(1H-imidazol-1-yl)-2-methylpropyl]-phenyl]carbamimidothioate (0.0094 mol) in NH3/CH3OH (60 ml) was stirred and heated in autoclave at 40° C. for 3 days. The solvent was evaporated and the residue was purified by column chromatography over silica gel (eluent: CH2Cl2/CH3OH/NH4OH 94/6/0.2 to 90.10/0.5). The pure fractions were collected and evaporated. The residue was crystallized from 2-propanone and (C2H5)2O and filtered off, yielding 0.89 g (46%) ...